From a dataset of the Open Reaction Database (ORD), a public repository of structured organic reaction records. describe an organic reaction: reactants, conditions, products, and yield The reactants are C(C)(=O)OC=1C=C2CC(CC2=CC1)NC(=O)OC(C)(C)C (5-acetoxy-2-(tert-butoxycarbonylamino)indan), Cl.O1CCOCC1 (hydrochloric acid dioxane). The solvent is C(C)(=O)O (acetic acid). The product is Cl.C(C)(=O)OC=1C=C2CC(CC2=CC1)N (5-acetoxy-2-aminoindan hydrochloride). As a reaction SMILES: [C:1]([O:4][C:5]1[CH:6]=[C:7]2[C:11](=[CH:12][CH:13]=1)[CH2:10][CH:9]([NH:14]C(OC(C)(C)C)=O)[CH2:8]2)(=[O:3])[CH3:2].[ClH:22].O1CCOCC1>C(O)(=O)C>[ClH:22].[C:1]([O:4][C:5]1[CH:6]=[C:7]2[C:11](=[CH:12][CH:13]=1)[CH2:10][CH:9]([NH2:14])[CH2:8]2)(=[O:3])[CH3:2] |f:1.2,4.5|. Reported procedure: Using 5-acetoxy-2-(tert-butoxycarbonylamino)indan (120 mg, 0.40 mmol), 4N hydrochloric acid-dioxane (2 ml) and acetic acid (6 ml), a similar procedure to Production Example 213 was carried out to obtain 5-acetoxy-2-aminoindan hydrochloride (86 mg, 0.38 mmol) having the following physical properties: Starting materials: NC1=C(C(=O)OC)C(=C(C=C1[N+](=O)[O-])C)C (methyl 2-amino-5,6-dimethyl-3-nitrobenzoate). Reagents/catalysts: [Pd] (palladium on charcoal), catalyst. Solvent: ClCCl (dichloromethane). Run at time 16 hour. Product: NC1=C(C(=O)OC)C(=C(C=C1N)C)C (methyl 2,3-diamino-5,6-dimethylbenzoate). The yield is 82.0%. Reaction SMILES: [NH2:1][C:2]1[C:11]([N+:12]([O-])=O)=[CH:10][C:9]([CH3:15])=[C:8]([CH3:16])[C:3]=1[C:4]([O:6][CH3:7])=[O:5]>ClCCl.[Pd]>[NH2:1][C:2]1[C:11]([NH2:12])=[CH:10][C:9]([CH3:15])=[C:8]([CH3:16])[C:3]=1[C:4]([O:6][CH3:7])=[O:5]. Procedure details: A solution of methyl 2-amino-5,6-dimethyl-3-nitrobenzoate (11.78 g, 52.5 mmol) in dichloromethane (525 mL) was hydrogenated over 10% palladium on charcoal (1.2 g) at 50 psi (3.3 atm) and 50° C. for 16 hours. Another portion of catalyst (1.2 g) was added, and hydrogenation was allowed to proceed for a further 16 hours. The mixture was filtered through Arbocel filter aid, and the filtrate was concentrated under reduced pressure. The residue was purified by flash chromatography (gradient elution wi... Starting materials: NC1=NC(=C(C=C1C(=O)OC)Cl)N (methyl 2,6-diamino-5-chloro-3-pyridinecarboxylate), BrCC(CC)=O (1-bromo-2-butanone). Product: NC1=C(C=C(C=2N1C=C(N2)CC)C(=O)OC)Cl (methyl 5-amino-6-chloro-2-ethylimidazo[1,2-a]pyridine-8-carboxylate). As a reaction SMILES: [NH2:1][C:2]1[C:7]([C:8]([O:10][CH3:11])=[O:9])=[CH:6][C:5]([Cl:12])=[C:4]([NH2:13])[N:3]=1.Br[CH2:15][C:16](=O)[CH2:17][CH3:18]>>[NH2:13][C:4]1[N:3]2[CH:15]=[C:16]([CH2:17][CH3:18])[N:1]=[C:2]2[C:7]([C:8]([O:10][CH3:11])=[O:9])=[CH:6][C:5]=1[Cl:12]. Reported procedure: The title compounds were prepared according to the procedure described in the step 4 in Example 2 from methyl 2,6-diamino-5-chloro-3-pyridinecarboxylate (Example 2, Step 3) and 1-bromo-2-butanone.